From a dataset of the Open Reaction Database (ORD), a public repository of structured organic reaction records. describe an organic reaction: reactants, conditions, products, and yield Starting materials: C([O-])(O)=O.[Na+] (sodium bicarbonate), O=C1N(N=C2C1=CN(C=1C=CC=CC21)CC2=CC=C(C=C2)N2N=CC=C2)C2=C(C=O)C=CC=C2 (2-(3-Oxo-5-{[4-(1H-pyrazol-1-yl)phenyl]methyl}-3,5-dihydro-2H-pyrazolo[4,3-c]quinolin-2-yl)benzaldehyde), C(C)(=O)O[BH-](OC(C)=O)OC(C)=O.[Na+] (sodium triacetoxyborohydride), N1CCCC1 (pyrrolidine), C(C)(=O)O (acetic acid). Run in C(Cl)(Cl)Cl (chloroform), ClCCCl (1,2-dichloroethane). Run at time 20 minute. Yields the product N1(N=CC=C1)C1=CC=C(C=C1)CN1C=C2C(C=3C=CC=CC13)=NN(C2=O)C2=C(C=CC=C2)CN2CCCC2 (5-{[4-(1H-Pyrazol-1-yl)phenyl]methyl}-2-[2-(pyrrolodin-1-ylmethyl)phenyl]-2,5-dihydro-3H-pyrazolo[4,3-c]quinolin-3-one). Reaction SMILES: [O:1]=[C:2]1[C:6]2=[CH:7][N:8]([CH2:15][C:16]3[CH:21]=[CH:20][C:19]([N:22]4[CH:26]=[CH:25][CH:24]=[N:23]4)=[CH:18][CH:17]=3)[C:9]3[CH:10]=[CH:11][CH:12]=[CH:13][C:14]=3[C:5]2=[N:4][N:3]1[C:27]1[CH:34]=[CH:33][CH:32]=[CH:31][C:28]=1[CH:29]=O.[NH:35]1[CH2:39][CH2:38][CH2:37][CH2:36]1.C(O)(=O)C.C(O[BH-](OC(=O)C)OC(=O)C)(=O)C.[Na+].C(=O)(O)[O-].[Na+]>ClCCCl.C(Cl)(Cl)Cl>[N:22]1([C:19]2[CH:20]=[CH:21][C:16]([CH2:15][N:8]3[C:9]4[CH:10]=[CH:11][CH:12]=[CH:13][C:14]=4[C:5]4=[N:4][N:3]([C:27]5[CH:34]=[CH:33][CH:32]=[CH:31][C:28]=5[CH2:29][N:35]5[CH2:39][CH2:38][CH2:37][CH2:36]5)[C:2](=[O:1])[C:6]4=[CH:7]3)=[CH:17][CH:18]=2)[CH:26]=[CH:25][CH:24]=[N:23]1 |f:3.4,5.6|. Procedure: 2-(3-Oxo-5-{[4-(1H-pyrazol-1-yl)phenyl]methyl}-3,5-dihydro-2H-pyrazolo[4,3-c]quinolin-2-yl)benzaldehyde (Example 529, 0.15 g, 035 mmol) and pyrrolidine (0.031 mL, 0.38 mmol, 1.1 equiv) were combined in 1,2-dichloroethane (2 mL) and treated with powdered 4 Å molecular sieves (0.15 g, 1 wt equiv) and acetic acid (0.099 mL, 1.7 mmol, 5 equiv). After stirring vigorously for 20 minutes at ambient temperature, the mixture was treated with sodium triacetoxyborohydride (0.11 g, 0.52 mmol, 1.5 equiv) por...